This data is from the Open Reaction Database (ORD), a public repository of structured organic reaction records. The task is: describe an organic reaction: reactants, conditions, products, and yield Reactants: 5a, NaBO3, BrC=1C=C(C(=NC1)OCC1CC1)F (5-bromo-2-cyclopropylmethoxy-3-fluoro-pyridine), B([O-])[O-] (boronate). Yields the product C1(CC1)COC1=C(C=C(C=N1)O)F (6-Cyclopropylmethoxy-5-fluoro-pyridin-3-ol). Reaction SMILES: Br[C:2]1[CH:3]=[C:4]([F:13])[C:5]([O:8][CH2:9][CH:10]2[CH2:12][CH2:11]2)=[N:6][CH:7]=1.B([O-])[O-:15]>>[CH:10]1([CH2:9][O:8][C:5]2[N:6]=[CH:7][C:2]([OH:15])=[CH:3][C:4]=2[F:13])[CH2:12][CH2:11]1. Reported procedure: Following Typical Procedures 4 and 5a, conversion of 5-bromo-2-cyclopropylmethoxy-3-fluoro-pyridine to the boronate and oxidation with NaBO3 provided the title compound. Reactants: CC(C)(C)OC(=O)OC(C)(C)C, C1CCOC1, OCC1CCNC1, O=C=O. Yields the product CC(C)(C)OC(=O)N1CCC(CO)C1. As a reaction SMILES: [C:8]([O:9][C:10]([CH3:11])([CH3:12])[CH3:13])([O:14][C:16]([CH3:17])([CH3:18])[CH3:19])=[O:15].[CH2:23]1[O:24][CH2:25][CH2:26][CH2:27]1.[NH:1]1[CH2:2][CH:3]([CH2:6][OH:7])[CH2:4][CH2:5]1.[O:20]=[C:21]=[O:22]>>[N:1]1([C:8]([O:9][C:10]([CH3:11])([CH3:12])[CH3:13])=[O:14])[CH2:2][CH:3]([CH2:6][OH:7])[CH2:4][CH2:5]1. Reactants: C[Si](C=1C=C(C=C(C1)N1C2=CC=CC=C2C=2C=CC=CC12)N1C2=CC=CC=C2C=2C=CC=CC12)(C)C (9,9′-(5-(trimethylsilyl)-1,3-phenylene)bis(9H-carbazole)), BrN1C(CCC1=O)=O (N-bromosuccinimide). The solvent is CN(C=O)C (dimethylformamide). Product: BrC=1C=C(C=C(C1)N1C2=CC=CC=C2C=2C=CC=CC12)N1C2=CC=CC=C2C=2C=CC=CC12 (9,9′-(5-bromo-1,3-phenylene)bis(9H-carbazole)). As a reaction SMILES: C[Si](C)(C)[C:3]1[CH:4]=[C:5]([N:22]2[C:34]3[CH:33]=[CH:32][CH:31]=[CH:30][C:29]=3[C:28]3[C:23]2=[CH:24][CH:25]=[CH:26][CH:27]=3)[CH:6]=[C:7]([N:9]2[C:21]3[CH:20]=[CH:19][CH:18]=[CH:17][C:16]=3[C:15]3[C:10]2=[CH:11][CH:12]=[CH:13][CH:14]=3)[CH:8]=1.[Br:37]N1C(=O)CCC1=O>CN(C)C=O>[Br:37][C:3]1[CH:4]=[C:5]([N:22]2[C:34]3[CH:33]=[CH:32][CH:31]=[CH:30][C:29]=3[C:28]3[C:23]2=[CH:24][CH:25]=[CH:26][CH:27]=3)[CH:6]=[C:7]([N:9]2[C:21]3[CH:20]=[CH:19][CH:18]=[CH:17][C:16]=3[C:15]3[C:10]2=[CH:11][CH:12]=[CH:13][CH:14]=3)[CH:8]=1. Reported procedure: 1 g of 9,9′-(5-(trimethylsilyl)-1,3-phenylene)bis(9H-carbazole) and 0.40 g of N-bromosuccinimide were dissolved in 20 mL of dimethylformamide, and then the reaction was carried out at room temperature. After completion of the reaction, the reaction mixture was extracted with dichloromethane and distilled water, and the solvent was dried. The resulting solid was filtered and purified, yielding 9,9′-(5-bromo-1,3-phenylene)bis(9H-carbazole) as an intermediate.